Dataset: the Open Reaction Database (ORD), a public repository of structured organic reaction records. Task: describe an organic reaction: reactants, conditions, products, and yield Starting materials: BrC1=CC=C2N=CC=3N(C2=C1)C(=NN3)C (8-bromo-1-methyl-[1,2,4]triazolo[4,3-a]quinoxaline), COC1=NC=C(C=C1N)B1OC(C(O1)(C)C)(C)C (2-methoxy-5-(4,4,5,5-tetramethyl-1,3,2-dioxaborolan-2-yl)pyridin-3-amine), C(=O)([O-])[O-].[K+].[K+] (K2CO3). Reagents/catalysts: C1=CC=C(C=C1)P([C-]2C=CC=C2)C3=CC=CC=C3.C1=CC=C(C=C1)P([C-]2C=CC=C2)C3=CC=CC=C3.Cl[Pd]Cl.[Fe+2] (PdCl2(dppf)2). The solvent is CN(C)C=O (DMF), O (water). Conditions: temperature 100 celsius, time 8 hour. Product: COC1=NC=C(C=C1N)C1=CC=C2N=CC=3N(C2=C1)C(=NN3)C (2-methoxy-5-(1-methyl-[1,2,4]triazolo[4,3-a]quinoxalin-8-yl)pyridin-3-amine). Yield: 77.6%. As a reaction SMILES: Br[C:2]1[CH:11]=[C:10]2[C:5]([N:6]=[CH:7][C:8]3[N:9]2[C:12]([CH3:15])=[N:13][N:14]=3)=[CH:4][CH:3]=1.[CH3:16][O:17][C:18]1[C:23]([NH2:24])=[CH:22][C:21](B2OC(C)(C)C(C)(C)O2)=[CH:20][N:19]=1.C([O-])([O-])=O.[K+].[K+]>CN(C=O)C.O.C1C=CC(P(C2C=CC=CC=2)[C-]2C=CC=C2)=CC=1.C1C=CC(P(C2C=CC=CC=2)[C-]2C=CC=C2)=CC=1.Cl[Pd]Cl.[Fe+2]>[CH3:16][O:17][C:18]1[C:23]([NH2:24])=[CH:22][C:21]([C:2]2[CH:11]=[C:10]3[C:5]([N:6]=[CH:7][C:8]4[N:9]3[C:12]([CH3:15])=[N:13][N:14]=4)=[CH:4][CH:3]=2)=[CH:20][N:19]=1 |f:2.3.4,7.8.9.10|. Procedure: A mixture of crude 8-bromo-1-methyl-[1,2,4]triazolo[4,3-a]quinoxaline (809 mg, 3.07 mmol), PdCl2(dppf)2 (132.6 mg, 0.153 mmol), 2-methoxy-5-(4,4,5,5-tetramethyl-1,3,2-dioxaborolan-2-yl)pyridin-3-amine (1 g, 4.3 mmol) and K2CO3 (1.7 g, 12.28 mmol) in DMF (40 mL) and water (15 mL) was stirred at 100° C. overnight. Half of solvent was removed. After cooling to room temperature, the resulting mixture was poured into ice-water. The precipitate was collected, washed with water three times, and dried i...